This data is from the Open Reaction Database (ORD), a public repository of structured organic reaction records. The task is: describe an organic reaction: reactants, conditions, products, and yield The reactants are C(C#C)Br (propargyl bromide), CC=1N2C(SC1)=NCC2 (3-methyl-5,6-dihydroimidazo[2,1-b]thiazole). Solvent: C(C)#N (acetonitrile). Reaction conditions: time 16 hour. The product is [Br-].C(C#C)N1CC[N+]2=C1SC=C2C (7-Propargyl-3-methyl-5,6-dihydroimidazo[2,1-b]thiazolium bromide). Reaction SMILES: [CH2:1]([Br:4])[C:2]#[CH:3].[CH3:5][C:6]1[N:7]2[CH2:13][CH2:12][N:11]=[C:8]2[S:9][CH:10]=1>C(#N)C>[Br-:4].[CH2:1]([N:11]1[C:8]2[S:9][CH:10]=[C:6]([CH3:5])[N+:7]=2[CH2:13][CH2:12]1)[C:2]#[CH:3] |f:3.4|. Procedure: A solution of 12 g. of propargyl bromide and 14 g. of 3-methyl-5,6-dihydroimidazo[2,1-b]thiazole (prepared by basification of 3-methyl-5,6-dihydroimidazo [2,1-b]thiazole hydrochloride with 5N sodium hydroxide solution) in 160 ml. of dry acetonitrile is allowed to stir at room temperature for 16 hrs. The solution is concentrated to a small volume and the precipitated product filtered. The purified product is obtained by recrystallization from acetonitrile-ethyl acetate, 21 g., m.p. 207°-208° C. Reactants: COC(OC)N(C)C, CCO, CN(C)C=O, Cc1nc2ccc(F)cc2c(=O)n1-c1cccnc1Cl. Product: CN(C)C=Cc1nc2ccc(F)cc2c(=O)n1-c1cccnc1Cl. RXN SMILES: [CH3:21][O:22][CH:23]([N:24]([CH3:25])[CH3:26])[O:27][CH3:28].[CH3:29][CH2:30][OH:31].[CH3:32][N:33]([CH3:34])[CH:35]=[O:36].[Cl:1][c:2]1[n:3][cH:4][cH:5][cH:6][c:7]1-[n:8]1[c:9]([CH3:20])[n:10][c:11]2[cH:12][cH:13][c:14]([F:19])[cH:15][c:16]2[c:17]1=[O:18]>>[Cl:1][c:2]1[n:3][cH:4][cH:5][cH:6][c:7]1-[n:8]1[c:9]([CH:20]=[CH:23][N:24]([CH3:25])[CH3:26])[n:10][c:11]2[cH:12][cH:13][c:14]([F:19])[cH:15][c:16]2[c:17]1=[O:18]. Starting materials: BrCc1ccccc1, [K+], [K+], O=C([O-])[O-], CN(C)C=O, CCOC(=O)c1nc2n(c(=O)c1O)CCOC2(C)C. The product is CCOC(=O)c1nc2n(c(=O)c1OCc1ccccc1)CCOC2(C)C. RXN SMILES: [Br:20][CH2:21][c:22]1[cH:23][cH:24][cH:25][cH:26][cH:27]1.[K+:28].[K+:29].[O-:30][C:31]([O-:32])=[O:33].[O:34]=[CH:35][N:36]([CH3:37])[CH3:38].[OH:1][c:2]1[c:3]([C:15](=[O:16])[O:17][CH2:18][CH3:19])[n:4][c:5]2[n:10]([c:11]1=[O:12])[CH2:9][CH2:8][O:7][C:6]2([CH3:13])[CH3:14]>>[O:1]([c:2]1[c:3]([C:15](=[O:16])[O:17][CH2:18][CH3:19])[n:4][c:5]2[n:10]([c:11]1=[O:12])[CH2:9][CH2:8][O:7][C:6]2([CH3:13])[CH3:14])[CH2:21][c:22]1[cH:23][cH:24][cH:25][cH:26][cH:27]1. Reactants: O=C([O-])[O-], CN(C)C=O, FC(F)(F)c1cnn(CCl)c1, N#CC(C#N)CCC(F)(F)F, [K+], [K+], O. The product is N#CC(C#N)(CCC(F)(F)F)Cn1cc(C(F)(F)F)cn1. Reaction SMILES: [C:23](=[O:24])([O-:25])[O-:26].[CH3:30][N:31]([CH3:32])[CH:33]=[O:34].[Cl:1][CH2:2][n:3]1[n:4][cH:5][c:6]([C:8]([F:9])([F:10])[F:11])[cH:7]1.[F:12][C:13]([CH2:14][CH2:15][CH:16]([C:17]#[N:18])[C:19]#[N:20])([F:21])[F:22].[K+:27].[K+:28].[OH2:29]>>[CH2:2]([n:3]1[n:4][cH:5][c:6]([C:8]([F:9])([F:10])[F:11])[cH:7]1)[C:16]([CH2:15][CH2:14][C:13]([F:12])([F:21])[F:22])([C:17]#[N:18])[C:19]#[N:20].